This data is from the Open Reaction Database (ORD), a public repository of structured organic reaction records. The task is: describe an organic reaction: reactants, conditions, products, and yield Isolated yield 72.3%. The product is C(C)C(CC)(C1=CC(=C(C=C1)O)C)C1=CC(=C(C=C1)C#CC1(CCOCC1)O)C (4-{4-[1-ethyl-1-(4-hydroxy-3-methyl-phenyl)-propyl]-2-methyl-phenylethynyl}-tetrahydro-pyran-4-ol). RXN SMILES: C([Li])CCC.[CH2:6]([C:8]([C:20]1[CH:25]=[CH:24][C:23]([OH:26])=[C:22]([CH3:27])[CH:21]=1)([C:11]1[CH:16]=[CH:15][C:14]([C:17]#[CH:18])=[C:13]([CH3:19])[CH:12]=1)[CH2:9][CH3:10])[CH3:7].[O:28]1[CH2:33][CH2:32][C:31](=[O:34])[CH2:30][CH2:29]1.[Cl-].[NH4+]>O1CCCC1>[CH2:6]([C:8]([C:11]1[CH:16]=[CH:15][C:14]([C:17]#[C:18][C:31]2([OH:34])[CH2:32][CH2:33][O:28][CH2:29][CH2:30]2)=[C:13]([CH3:19])[CH:12]=1)([C:20]1[CH:25]=[CH:24][C:23]([OH:26])=[C:22]([CH3:27])[CH:21]=1)[CH2:9][CH3:10])[CH3:7] |f:3.4|. Procedure details: n-Butyllithium (2.71 M solution in hexane, 3.15 mL, 8.55 mmol) was added to a solution of 4-[1-ethyl-1-(4-ethynyl-3-methyl-phenyl)-propyl]-2-methyl-phenol (Example 1-(3); 1.0 g, 3.42 mmol) in tetrahydrofuran (30 mL) in a nitrogen atmosphere at 0° C., and the mixture was stirred for 15 minutes. Then, tetrahydropyran-4-one (685 mg, 6.84 mmol) was added to the reaction mixture, which was further stirred at 0° C. for 30 minutes. The reaction mixture was then poured into a saturated aqueous ammonium ... The reactants are C(CCC)[Li] (n-Butyllithium), C(C)C(CC)(C1=CC(=C(C=C1)C#C)C)C1=CC(=C(C=C1)O)C (4-[1-ethyl-1-(4-ethynyl-3-methyl-phenyl)-propyl]-2-methyl-phenol), [Cl-].[NH4+] (ammonium chloride), O1CCC(CC1)=O (tetrahydropyran-4-one). Reaction conditions: time 15 minute. The solvent is O1CCCC1 (tetrahydrofuran). Reactants: COC1=C(C(C(=O)N)=CC=C1)N (3-methoxyanthranilamide), BrC=1SC=CN1 (2-bromothiazole). The product is COC=1C=CC=C2C(N3C(=NC12)SC=C3)=O (9-methoxy-5H-thiazolo-(2,3-b)-quinazolin-5-one). Isolated yield 87.1%. As a reaction SMILES: [CH3:1][O:2][C:3]1[CH:11]=[CH:10][CH:9]=[C:5]([C:6]([NH2:8])=[O:7])[C:4]=1[NH2:12].Br[C:14]1[S:15][CH:16]=[CH:17]N=1>>[CH3:1][O:2][C:3]1[CH:11]=[CH:10][CH:9]=[C:5]2[C:4]=1[N:12]=[C:14]1[S:15][CH:16]=[CH:17][N:8]1[C:6]2=[O:7]. Reported procedure: 16.6 g of 3-methoxyanthranilamide and 16.4 g of 2-bromothiazole were stirred for 7 hours at 150° C. After working up in the conventional manner there was obtained 20.2 g (87%) of the above compound; m.p. 230°-232° C. Reactants: COc1cccc(C(=O)N2c3ccccc3C(Nc3ccccn3)CC2C)c1, CC(=O)Cl. Yields the product COc1cccc(C(=O)N2c3ccccc3C(N(C(C)=O)c3ccccn3)CC2C)c1. RXN SMILES: [CH3:1][O:2][c:3]1[cH:4][c:5]([C:9](=[O:10])[N:11]2[CH:12]([CH3:28])[CH2:13][CH:14]([NH:21][c:22]3[n:23][cH:24][cH:25][cH:26][cH:27]3)[c:15]3[cH:16][cH:17][cH:18][cH:19][c:20]32)[cH:6][cH:7][cH:8]1.[CH3:29][C:30]([Cl:31])=[O:32]>>[CH3:1][O:2][c:3]1[cH:4][c:5]([C:9](=[O:10])[N:11]2[CH:12]([CH3:28])[CH2:13][CH:14]([N:21]([c:22]3[n:23][cH:24][cH:25][cH:26][cH:27]3)[C:30]([CH3:29])=[O:32])[c:15]3[cH:16][cH:17][cH:18][cH:19][c:20]32)[cH:6][cH:7][cH:8]1. The reactants are BrC=1C(=NC(=NC1)Cl)C1=CNC2=CC=CC=C12 (3-(5-Bromo-2-chloropyrimidin-4-yl)-1H-indole), BrC=1C(=NC(=NC1)Cl)C1=CNC2=CC=CC=C12 (3-(5-Bromo-2-chloropyrimidin-4-yl)-1H-indole), CC1=CC=C(C=C1)S(=O)(=O)Cl (4-Methylbenzene-1-sulfonyl chloride), O (Water), [H-].[Na+] (Sodium hydride). Solvent: C1CCOC1 (THF), CN(C)C=O (DMF). Conditions: temperature -10 celsius, time 30 minute. The product is BrC=1C(=NC(=NC1)Cl)C1=CN(C2=CC=CC=C12)S(=O)(=O)C1=CC=C(C)C=C1 (3-(5-Bromo-2-chloropyrimidin-4-yl)-1-tosyl-1H-indole). Yield: 73.5%. As a reaction SMILES: [Br:1][C:2]1[C:3]([C:9]2[C:17]3[C:12](=[CH:13][CH:14]=[CH:15][CH:16]=3)[NH:11][CH:10]=2)=[N:4][C:5]([Cl:8])=[N:6][CH:7]=1.[H-].[Na+].[CH3:20][C:21]1[CH:26]=[CH:25][C:24]([S:27](Cl)(=[O:29])=[O:28])=[CH:23][CH:22]=1.O>C1COCC1.CN(C=O)C>[Br:1][C:2]1[C:3]([C:9]2[C:17]3[C:12](=[CH:13][CH:14]=[CH:15][CH:16]=3)[N:11]([S:27]([C:24]3[CH:25]=[CH:26][C:21]([CH3:20])=[CH:22][CH:23]=3)(=[O:29])=[O:28])[CH:10]=2)=[N:4][C:5]([Cl:8])=[N:6][CH:7]=1 |f:1.2|. Procedure details: 3-(5-Bromo-2-chloropyrimidin-4-yl)-1H-indole (INTERMEDIATE 5, 1.23 g, 4 mmol) in THF (40.0 ml) and DMF (5 ml) was cooled to −10° C. Sodium hydride (0.19 g, 4.80 mmol) was added and the reaction was stirred at −10° C. for 30 min. 4-Methylbenzene-1-sulfonyl chloride (0.84 g, 4.40 mmol) was then added. The reaction mixture was allowed to warm to RT and stirred for 15 h. Water (10 mL) was added and the resultant solids were collected by vacuum filtration to give the title product (1.36 g, 73.5%). The reactants are CC(=O)c1cccs1, CCC(CC)(c1ccccc1C#N)P(=O)([O-])[O-], CN(C)C=O, O. The product is CC(=Cc1ccccc1C#N)c1cccs1. Reaction SMILES: [C:1](=[O:2])([CH3:3])[c:4]1[s:5][cH:6][cH:7][cH:8]1.[CH2:9]([C:11]([P:10](=[O:20])([O-:21])[O-:22])([c:12]1[c:13]([C:18]#[N:19])[cH:14][cH:15][cH:16][cH:17]1)[CH2:24][CH3:25])[CH3:23].[O:26]=[CH:27][N:28]([CH3:29])[CH3:30].[OH2:31]>>[c:4]1([C:24](=[CH:11][c:12]2[c:13]([C:18]#[N:19])[cH:14][cH:15][cH:16][cH:17]2)[CH3:25])[s:5][cH:6][cH:7][cH:8]1.